Dataset: the Open Reaction Database (ORD), a public repository of structured organic reaction records. Task: describe an organic reaction: reactants, conditions, products, and yield Reactants: CS(=O)(=O)c1ccc2c(c1)OC(CBr)OC2, C1COCCN1, CCO. The product is CS(=O)(=O)c1ccc2c(c1)OC(CN1CCOCC1)OC2. Reaction SMILES: [Br:1][CH2:2][CH:3]1[O:4][CH2:5][c:6]2[c:7]([cH:9][c:10]([S:13](=[O:14])(=[O:15])[CH3:16])[cH:11][cH:12]2)[O:8]1.[CH2:17]1[CH2:18][O:19][CH2:20][CH2:21][NH:22]1.[CH3:23][CH2:24][OH:25]>>[CH2:2]([CH:3]1[O:4][CH2:5][c:6]2[c:7]([cH:9][c:10]([S:13](=[O:14])(=[O:15])[CH3:16])[cH:11][cH:12]2)[O:8]1)[N:22]1[CH2:17][CH2:18][O:19][CH2:20][CH2:21]1. Reactants: CN(C)CC1C(C2=C(SCC1)C=CC=C2)(O)CC2=CC(=CC=C2)OC ((4RS,5RS)-4-dimethylaminomethyl-5-(3-methoxybenzyl)-2,3,4,5-tetrahydro-benzo[b]thiepin-5-ol), Cl (hydrochloric acid). Product: Cl.COC=1C=C(\C=C/2\C3=C(SCCC2CN(C)C)C=CC=C3)C=CC1 (E-(4RS)-[5-(3-Methoxybenzylidene)-2,3,4,5-tetrahydro-benzo[b]thiepin-4-ylmethyl]-dimethylamine hydrochloride). RXN SMILES: [CH3:1][N:2]([CH2:4][CH:5]1[CH2:11][CH2:10][S:9][C:8]2[CH:12]=[CH:13][CH:14]=[CH:15][C:7]=2[C:6]1([CH2:17][C:18]1[CH:23]=[CH:22][CH:21]=[C:20]([O:24][CH3:25])[CH:19]=1)O)[CH3:3].[ClH:26]>>[ClH:26].[CH3:25][O:24][C:20]1[CH:19]=[C:18]([CH:23]=[CH:22][CH:21]=1)/[CH:17]=[C:6]1/[C:7]2[CH:15]=[CH:14][CH:13]=[CH:12][C:8]=2[S:9][CH2:10][CH2:11][CH:5]/1[CH2:4][N:2]([CH3:3])[CH3:1] |f:2.3|. Reported procedure: 5.00 g (4RS,5RS)-4-dimethylaminomethyl-5-(3-methoxybenzyl)-2,3,4,5-tetrahydro-benzo[b]thiepin-5-ol (see example 9) were reacted with 230 ml 6N hydrochloric acid by the procedure described in example 13. After processing, separation of the double bond isomers by column chromatography with ethyl acetate/methanol=3/1 and conversion into the hydrochloride, the title compounds were obtained in the form of white crystals. Solvent: C1(=CC=CC=C1)C (toluene). Product: CC1(CCS(C2=C(C(=CC=C12)C(=O)Cl)C)(=O)=O)C (4,4,8-Trimethyl-1,1-dioxothiochroman-7-carbonyl chloride). Starting materials: CC1(CCS(C2=C(C(=CC=C12)C(=O)O)C)(=O)=O)C (4,4,8-trimethyl-1,1-dioxothiochroman-7-carboxylic acid), S(=O)(Cl)Cl (thionyl chloride). Reaction SMILES: [CH3:1][C:2]1([CH3:18])[C:11]2[C:6](=[C:7]([CH3:15])[C:8]([C:12](O)=[O:13])=[CH:9][CH:10]=2)[S:5](=[O:17])(=[O:16])[CH2:4][CH2:3]1.S(Cl)([Cl:21])=O>C1(C)C=CC=CC=1.CN(C)C=O>[CH3:1][C:2]1([CH3:18])[C:11]2[C:6](=[C:7]([CH3:15])[C:8]([C:12]([Cl:21])=[O:13])=[CH:9][CH:10]=2)[S:5](=[O:17])(=[O:16])[CH2:4][CH2:3]1. The reagents and catalysts are CN(C=O)C (dimethylformamide). Reported procedure: 20.0 g (0.075 mol) of 4,4,8-trimethyl-1,1-dioxothiochroman-7-carboxylic acid were dissolved in 200 ml of toluene and three drops of dimethylformamide and 10.7 g (0.09 mol) of thionyl chloride were added. After three hours of heating under reflux, the solvent was removed and the colorless oil that remained (yield 21.3 g) was directly used further. The reactants are ClCCC(C#N)(C1=CC(=C(C=C1)OC)OC)SC1=CC=C(C=C1)C (α-(2-chloroethyl)-3,4-dimethoxy-α-[(4-methylphenyl)thio]benzeneacetonitrile), Cl.COC=1C=C2CCNCC2=CC1OC (6,7-dimethoxy-1,2,3,4-tetrahydroisoquinoline hydrochloride). The product is COC=1C=C(C=CC1OC)C(C#N)(CCN1CC2=CC(=C(C=C2CC1)OC)OC)SC1=CC=C(C=C1)C (α-(3,4-Dimethoxyphenyl)-3,4-dihydro-6,7-dimethoxy-α-[(4-methylphenyl)thio]-2(1H)-isoquinolinebutanenitrile). Yield: 12081.9%. Reaction SMILES: Cl[CH2:2][CH2:3][C:4]([S:17][C:18]1[CH:23]=[CH:22][C:21]([CH3:24])=[CH:20][CH:19]=1)([C:7]1[CH:12]=[CH:11][C:10]([O:13][CH3:14])=[C:9]([O:15][CH3:16])[CH:8]=1)[C:5]#[N:6].Cl.[CH3:26][O:27][C:28]1[CH:29]=[C:30]2[C:35](=[CH:36][C:37]=1[O:38][CH3:39])[CH2:34][NH:33][CH2:32][CH2:31]2>>[CH3:16][O:15][C:9]1[CH:8]=[C:7]([C:4]([S:17][C:18]2[CH:23]=[CH:22][C:21]([CH3:24])=[CH:20][CH:19]=2)([CH2:3][CH2:2][N:33]2[CH2:32][CH2:31][C:30]3[C:35](=[CH:36][C:37]([O:38][CH3:39])=[C:28]([O:27][CH3:26])[CH:29]=3)[CH2:34]2)[C:5]#[N:6])[CH:12]=[CH:11][C:10]=1[O:13][CH3:14] |f:1.2|. Reported procedure: The procedure of Example 3 is repeated using 3.3 g of α-(2-chloroethyl)-3,4-dimethoxy-α-[(4-methylphenyl)thio]benzeneacetonitrile and 1.14 g of 6,7-dimethoxy-1,2,3,4-tetrahydroisoquinoline hydrochloride. This affords 0,311 g of the desired product as a brown oil. Reactants: C(NN)(=O)OC (methyl carbazate), C(C)#N (acetonitrile), C1(=CC=CC=C1)CC(=O)Cl (phenyl acetyl chloride). The solvent is O (water). Conditions: time 15 hour. Yields the product C1(=CC=CC=C1)CC(=O)NNC(=O)OC (Methyl 3-(phenylacetyl)-carbazate). The yield is 76.1%. RXN SMILES: [C:1]([O:5][CH3:6])(=[O:4])[NH:2][NH2:3].C(#N)C.[C:10]1([CH2:16][C:17](Cl)=[O:18])[CH:15]=[CH:14][CH:13]=[CH:12][CH:11]=1>O>[C:10]1([CH2:16][C:17]([NH:3][NH:2][C:1]([O:5][CH3:6])=[O:4])=[O:18])[CH:15]=[CH:14][CH:13]=[CH:12][CH:11]=1. Reported procedure: To a solution of 90.1 g. (1.0 mole) of methyl carbazate and 500 ml. of acetonitrile 154.6 g. (1.0 mole) of phenyl acetyl chloride are added. The reaction mixture is heated to boiling for 15 hours and clarified. The residual oil is poured into 500 ml. of water, whereby the oil soon solidifies. Thus 158.4 g. of the white desired compound are obtained, yield 76.1%, m.p.: 94°-95° C. The reactants are O=C1Nc2cccc3c2C1(CCCCBr)CCC3, O=C([O-])[O-], CN(C)C=O, [K+], [K+], c1ccc(N2CCNCC2)nc1. Product: O=C1Nc2cccc3c2C1(CCCCN1CCN(c2ccccn2)CC1)CCC3. As a reaction SMILES: [Br:1][CH2:2][CH2:3][CH2:4][CH2:5][C:6]12[C:7](=[O:18])[NH:8][c:9]3[cH:10][cH:11][cH:12][c:13]([c:14]31)[CH2:15][CH2:16][CH2:17]2.[C:31](=[O:32])([O-:33])[O-:34].[CH3:37][N:38]([CH3:39])[CH:40]=[O:41].[K+:35].[K+:36].[n:19]1[c:20]([N:25]2[CH2:26][CH2:27][NH:28][CH2:29][CH2:30]2)[cH:21][cH:22][cH:23][cH:24]1>>[CH2:2]([CH2:3][CH2:4][CH2:5][C:6]12[C:7](=[O:18])[NH:8][c:9]3[cH:10][cH:11][cH:12][c:13]([c:14]31)[CH2:15][CH2:16][CH2:17]2)[N:28]1[CH2:27][CH2:26][N:25]([c:20]2[n:19][cH:24][cH:23][cH:22][cH:21]2)[CH2:30][CH2:29]1. Reactants: [BH4-].[Na+] (sodium borohydride), O (water), C(CCC)C1(C(C2=CC=CC(=C2CC1)OCC1=NC2=CC=CC=C2C=C1)=O)CCCC (2,2-dibutyl-3,4-dihydro-5-(2-quinolylmethoxy)-1(2H)-naphthalenone), [BH4-].[Na+] (sodium borohydride), [BH4-].[Na+] (sodium borohydride). The solvent is CO (methanol). Yields the product C(CCC)C1(C(C2=CC=CC(=C2CC1)OCC1=NC2=CC=CC=C2C=C1)O)CCCC (2,2-dibutyl-5-(2-quinolylmethoxy)-1,2,3,4-tetrahydro-1-naphthol). The yield is 77.2%. RXN SMILES: [CH2:1]([C:5]1([CH2:28][CH2:29][CH2:30][CH3:31])[CH2:14][CH2:13][C:12]2[C:7](=[CH:8][CH:9]=[CH:10][C:11]=2[O:15][CH2:16][C:17]2[CH:26]=[CH:25][C:24]3[C:19](=[CH:20][CH:21]=[CH:22][CH:23]=3)[N:18]=2)[C:6]1=[O:27])[CH2:2][CH2:3][CH3:4].[BH4-].[Na+].O>CO>[CH2:1]([C:5]1([CH2:28][CH2:29][CH2:30][CH3:31])[CH2:14][CH2:13][C:12]2[C:7](=[CH:8][CH:9]=[CH:10][C:11]=2[O:15][CH2:16][C:17]2[CH:26]=[CH:25][C:24]3[C:19](=[CH:20][CH:21]=[CH:22][CH:23]=3)[N:18]=2)[CH:6]1[OH:27])[CH2:2][CH2:3][CH3:4] |f:1.2|. Procedure: To a solution of 2,2-dibutyl-3,4-dihydro-5-(2-quinolylmethoxy)-1(2H)-naphthalenone (500 mg) in methanol (20 ml) was added sodium borohydride (68 mg) with stirring in an ice bath. The mixture was stirred for half an hour in an ice bath and then sodium borohydride (136 mg) was added thereto at the same temperature. The solution was stirred for 1.5 hours at ambient temperature, followed by the addition of sodium borohydride (68 mg). The mixture was stirred at ambient temperature for half an hour an... The reactants are Cc1cnn(-c2ccc(C(=O)O)cc2)c1, CN(C)C=O, O=C(Cl)C(=O)Cl, ClCCl. Product: Cc1cnn(-c2ccc(C(=O)Cl)cc2)c1. Reaction SMILES: [CH3:1][c:2]1[cH:3][n:4][n:5](-[c:7]2[cH:8][cH:9][c:10]([C:11](=[O:12])[OH:13])[cH:14][cH:15]2)[cH:6]1.[CH3:22][N:23]([CH3:24])[CH:25]=[O:26].[Cl:16][C:17]([C:18]([Cl:19])=[O:20])=[O:21].[Cl:27][CH2:28][Cl:29]>>[CH3:1][c:2]1[cH:3][n:4][n:5](-[c:7]2[cH:8][cH:9][c:10]([C:11](=[O:12])[Cl:16])[cH:14][cH:15]2)[cH:6]1.